This data is from the Open Reaction Database (ORD), a public repository of structured organic reaction records. The task is: describe an organic reaction: reactants, conditions, products, and yield Reactants: FC1=C(C=CC(=C1)I)NC1=C(N=CC=2N1C=NC2)C(=O)O (5-(2-fluoro-4-iodo-phenylamino)-imidazo[1,5-a]pyrazine-6-carboxylic acid), Cl.NOC[C@H](C)O ((S)-1-aminooxy-propan-2-ol hydrochloride), CCN(C(C)C)C(C)C (DIPEA), C=1C=CC2=C(C1)N=NN2O (HOBt), CCN=C=NCCCN(C)C (EDCI). Solvent: C(C)(=O)OCC (ethyl acetate), CN(C)C=O (DMF). Conditions: time 16 hour. Yields the product O[C@H](CONC(=O)C=1N=CC=2N(C1NC1=C(C=C(C=C1)I)F)C=NC2)C (5-(2-fluoro-4-iodo-phenylamino)-imidazo[1,5-a]pyrazine-6-carboxylic acid ((S)-2-hydroxy-propoxy)-amide). Yield: 10.8%. Reaction SMILES: [F:1][C:2]1[CH:7]=[C:6]([I:8])[CH:5]=[CH:4][C:3]=1[NH:9][C:10]1[N:15]2[CH:16]=[N:17][CH:18]=[C:14]2[CH:13]=[N:12][C:11]=1[C:19]([OH:21])=O.Cl.[NH2:23][O:24][CH2:25][C@@H:26]([OH:28])[CH3:27].CCN(C(C)C)C(C)C.C1C=CC2N(O)N=NC=2C=1.CCN=C=NCCCN(C)C>CN(C=O)C.C(OCC)(=O)C>[OH:28][C@@H:26]([CH3:27])[CH2:25][O:24][NH:23][C:19]([C:11]1[N:12]=[CH:13][C:14]2[N:15]([CH:16]=[N:17][CH:18]=2)[C:10]=1[NH:9][C:3]1[CH:4]=[CH:5][C:6]([I:8])=[CH:7][C:2]=1[F:1])=[O:21] |f:1.2|. Procedure: To a solution of 5-(2-fluoro-4-iodo-phenylamino)-imidazo[1,5-a]pyrazine-6-carboxylic acid (85 mg, 0.21 mmol) in anhydrous DMF (1.0 mL) was added (S)-1-aminooxy-propan-2-ol hydrochloride (32.7 mg, 0.26 mmol, 1.2 eq.), DIPEA (0.13 mL, 0.77 mmol, 3.6 eq.), HOBt (36.0 mg, 0.26 mmol, 1.2 eq.) and EDCI (51.2 mg, 0.26 mmol, 1.2 eq.), and the reaction mixture was stirred at ambient temperature under N2 for 16 hours. The reaction mixture was poured into ethyl acetate, and the organic layer was washed wit... Reaction SMILES: [CH3:34][CH2:35][OH:36].[Na+:2].[OH-:1].[OH:3][CH2:4][CH2:5][CH2:6][CH2:7][CH2:8][CH2:9][CH2:10][CH2:11][C:12]1([C:29](=[O:30])[O:31][CH2:32][CH3:33])[CH2:13][c:14]2[c:15]([O:27][CH3:28])[c:16]([O:25][CH3:26])[c:17]([O:23][CH3:24])[c:18]([O:21][CH3:22])[c:19]2[CH2:20]1>>[OH:3][CH2:4][CH2:5][CH2:6][CH2:7][CH2:8][CH2:9][CH2:10][CH2:11][C:12]1([C:29](=[O:30])[OH:31])[CH2:13][c:14]2[c:15]([O:27][CH3:28])[c:16]([O:25][CH3:26])[c:17]([O:23][CH3:24])[c:18]([O:21][CH3:22])[c:19]2[CH2:20]1. The product is COc1c2c(c(OC)c(OC)c1OC)CC(CCCCCCCCO)(C(=O)O)C2. Starting materials: CCO, [Na+], [OH-], CCOC(=O)C1(CCCCCCCCO)Cc2c(c(OC)c(OC)c(OC)c2OC)C1. The reactants are COC(=O)C1CC(S(=O)(=O)CC2CC2)CN1c1cc(C)nn1CC(F)(F)F, [Li+], [OH-]. The product is Cc1cc(N2CC(S(=O)(=O)CC3CC3)CC2C(=O)O)n(CC(F)(F)F)n1. As a reaction SMILES: [CH3:1][O:2][C:3](=[O:4])[CH:5]1[N:6]([c:17]2[n:18]([CH2:23][C:24]([F:25])([F:26])[F:27])[n:19][c:20]([CH3:22])[cH:21]2)[CH2:7][CH:8]([S:10](=[O:11])(=[O:12])[CH2:13][CH:14]2[CH2:15][CH2:16]2)[CH2:9]1.[Li+:28].[OH-:29]>>[O:2]=[C:3]([OH:4])[CH:5]1[N:6]([c:17]2[n:18]([CH2:23][C:24]([F:25])([F:26])[F:27])[n:19][c:20]([CH3:22])[cH:21]2)[CH2:7][CH:8]([S:10](=[O:11])(=[O:12])[CH2:13][CH:14]2[CH2:15][CH2:16]2)[CH2:9]1. The reactants are O=C([O-])O, CC(=O)NCC1CC1c1cccc2nn(C)cc12, CC#N, [Na+], F[Xe]F. Yields the product CC(=O)NCC1CC1c1cccc2nn(C)c(F)c12. RXN SMILES: [C:25](=[O:26])([O-:27])[OH:28].[CH3:1][n:2]1[n:3][c:4]2[cH:5][cH:6][cH:7][c:8]([CH:11]3[CH:12]([CH2:14][NH:15][C:16]([CH3:17])=[O:18])[CH2:13]3)[c:9]2[cH:10]1.[CH3:22][C:23]#[N:24].[Na+:29].[Xe:19]([F:20])[F:21]>>[CH3:1][n:2]1[n:3][c:4]2[cH:5][cH:6][cH:7][c:8]([CH:11]3[CH:12]([CH2:14][NH:15][C:16]([CH3:17])=[O:18])[CH2:13]3)[c:9]2[c:10]1[F:20]. Reactants: S(=O)(Cl)Cl (thionyl chloride), N1(CCNCC1)C(=S)SC (methyl 1-piperazinecarbodithioate), C([O-])([O-])=O.[Na+].[Na+] (sodium carbonate), COC1=CC=C(CO)C=C1 (4-methoxybenzyl alcohol). The solvent is ClCCl (dichloromethane), C(C)O (ethanol), ClCCl (dichloromethane). Reaction conditions: time 1 hour. The product is COC1=CC=C(CN2CCN(CC2)C(=S)SC)C=C1 (methyl 4-(4-methoxybenzyl)-1-piperazinecarbodithioate). The yield is 34.0%. RXN SMILES: [CH3:1][O:2][C:3]1[CH:10]=[CH:9][C:6]([CH2:7]O)=[CH:5][CH:4]=1.S(Cl)(Cl)=O.[N:15]1([C:21]([S:23][CH3:24])=[S:22])[CH2:20][CH2:19][NH:18][CH2:17][CH2:16]1.C(=O)([O-])[O-].[Na+].[Na+]>ClCCl.C(O)C>[CH3:1][O:2][C:3]1[CH:10]=[CH:9][C:6]([CH2:7][N:18]2[CH2:19][CH2:20][N:15]([C:21]([S:23][CH3:24])=[S:22])[CH2:16][CH2:17]2)=[CH:5][CH:4]=1 |f:3.4.5|. Procedure: In a nitrogen atmosphere, 2.00 g (14.5 mmol.) of 4-methoxybenzyl alcohol was dissolved in 10 ml of dichloromethane. Under chilling with ice, to the solution was dropwise added a solution of 1.05 ml (14.5 mmol.) of thionyl chloride in 2 ml of dichloromethane. The mixture was then stirred at room temperature for 1 hour. The solvent was distilled off under reduced pressure. The residue was mixed with 2.90 g (14.5 mmol., purity 88.1%) of methyl 1-piperazinecarbodithioate, 1.54 g (14.5 mmol.) of anhy...